This data is from the Open Reaction Database (ORD), a public repository of structured organic reaction records. The task is: describe an organic reaction: reactants, conditions, products, and yield Reactants: [Br-], CC(=O)Nc1nc(C[P+](c2ccccc2)(c2ccccc2)c2ccccc2)cs1, CC(C)(C)[O-], CN(C)C=O, Cl, [K+], C[Si](C)(C)c1sc(C=O)cc1C1OCCO1, O. Yields the product CC(=O)Nc1nc(C=Cc2cc(C3OCCO3)c([Si](C)(C)C)s2)cs1. RXN SMILES: [Br-:1].[C:2]([CH3:3])(=[O:4])[NH:5][c:6]1[s:7][cH:8][c:9]([CH2:11][P+:12]([c:13]2[cH:14][cH:15][cH:16][cH:17][cH:18]2)([c:19]2[cH:20][cH:21][cH:22][cH:23][cH:24]2)[c:25]2[cH:26][cH:27][cH:28][cH:29][cH:30]2)[n:10]1.[CH3:31][C:32]([CH3:33])([O-:34])[CH3:35].[CH3:54][N:55]([CH3:56])[CH:57]=[O:58].[ClH:53].[K+:36].[O:37]1[CH:38]([c:42]2[cH:43][c:44]([CH:51]=[O:52])[s:45][c:46]2[Si:47]([CH3:48])([CH3:49])[CH3:50])[O:39][CH2:40][CH2:41]1.[OH2:59]>>[C:2]([CH3:3])(=[O:4])[NH:5][c:6]1[s:7][cH:8][c:9]([CH:11]=[CH:51][c:44]2[cH:43][c:42]([CH:38]3[O:37][CH2:41][CH2:40][O:39]3)[c:46]([Si:47]([CH3:48])([CH3:49])[CH3:50])[s:45]2)[n:10]1. Starting materials: CNC(C1=NC=CC(=C1)OC1=CC=C(C=C1)NC(=O)N)=O (N-methyl-4-(4-ureidophenoxy)picolinamide), N12CCCCCC2=NCCC1 (1,8-diazabicyclo[5.4.0]undec-7-ene), FC(C=1C=C(N)C=CC1Cl)(F)F (3-trifluoromethyl-4-chloroaniline), CN(C=O)C (N,N-dimethyl formamide). Run in C(C)(=O)OCC (ethyl acetate). Product: ClC1=C(C=C(C=C1)NC(NC1=CC=C(OC2=CC(=NC=C2)C(=O)NC)C=C1)=O)C(F)(F)F (4-(4-(3-(4-chloro-3-(trifluoromethyl)phenyl)ureido)phenoxy)-N-methylpicolinamide). The yield is 78.9%. RXN SMILES: [CH3:1][NH:2][C:3](=[O:21])[C:4]1[CH:9]=[C:8]([O:10][C:11]2[CH:16]=[CH:15][C:14]([NH:17][C:18]([NH2:20])=[O:19])=[CH:13][CH:12]=2)[CH:7]=[CH:6][N:5]=1.N12CCCN=C1CCCCC2.[F:33][C:34]([F:44])([F:43])[C:35]1[CH:36]=[C:37]([CH:39]=[CH:40][C:41]=1[Cl:42])N.CN(C)C=O>C(OCC)(=O)C>[Cl:42][C:41]1[CH:40]=[CH:39][C:37]([NH:20][C:18](=[O:19])[NH:17][C:14]2[CH:15]=[CH:16][C:11]([O:10][C:8]3[CH:7]=[CH:6][N:5]=[C:4]([C:3]([NH:2][CH3:1])=[O:21])[CH:9]=3)=[CH:12][CH:13]=2)=[CH:36][C:35]=1[C:34]([F:33])([F:43])[F:44]. Procedure details: N-methyl-4-(4-ureidophenoxy)picolinamide (50 g, 0.1746 mol), 1,8-diazabicyclo[5.4.0]undec-7-ene (33.95 ml, 0.2270 mol) and 3-trifluoromethyl-4-chloroaniline (34.2 g, 0.1746 mol) were mixed with N,N-dimethyl formamide (200 ml) (DMF) and the reaction mass was heated to reflux for 24 hours. It was then cooled to room temperature and quenched in water (600 ml). The quenched mass was extracted repeatedly with ethyl acetate and the combined ethyl acetate layer was then back washed with water to remove...